This data is from the Open Reaction Database (ORD), a public repository of structured organic reaction records. The task is: describe an organic reaction: reactants, conditions, products, and yield The reactants are CCOC(=O)C.CCCCCC (EtOAc hexane), BrC1=CC=C2C(=C(C(N(C2=C1)C)=O)C(=O)NCC1=CC(=CC=C1)F)C (7-bromo-N-[(3-fluorophenyl)-methyl]-1,4-dimethyl-2-oxo-1H-quinoline-3-carboxylic acid amide), CN(C)CCN(C)C (TMEDA). Reagents/catalysts: [C-]#N.[Zn+2].[C-]#N (Zinccyanide), C=1C=CC(=CC1)/C=C/C(=O)/C=C/C2=CC=CC=C2.C=1C=CC(=CC1)/C=C/C(=O)/C=C/C2=CC=CC=C2.C=1C=CC(=CC1)/C=C/C(=O)/C=C/C2=CC=CC=C2.[Pd].[Pd] (Pd2 dba3), CC1(C2=C(C(=CC=C2)P(C3=CC=CC=C3)C4=CC=CC=C4)OC5=C(C=CC=C51)P(C6=CC=CC=C6)C7=CC=CC=C7)C (Xantphos). Solvent: CN(C)C=O (DMF). Reaction conditions: temperature 160 celsius. Product: C(#N)C1=CC=C2C(=C(C(N(C2=C1)C)=O)C(=O)NCC1=CC(=CC=C1)F)C (7-cyano-N-[(3-fluorophenyl)-methyl]-1,4-dimethyl-2-oxo-1H-quinoline-3-carboxylic acid amide). Isolated yield 118.2%. Reaction SMILES: Br[C:2]1[CH:11]=[C:10]2[C:5]([C:6]([CH3:25])=[C:7]([C:14]([NH:16][CH2:17][C:18]3[CH:23]=[CH:22][CH:21]=[C:20]([F:24])[CH:19]=3)=[O:15])[C:8](=[O:13])[N:9]2[CH3:12])=[CH:4][CH:3]=1.[CH3:26][N:27](CCN(C)C)C.CCOC(C)=O.CCCCCC>CN(C=O)C.[C-]#N.[Zn+2].[C-]#N.C1C=CC(/C=C/C(/C=C/C2C=CC=CC=2)=O)=CC=1.C1C=CC(/C=C/C(/C=C/C2C=CC=CC=2)=O)=CC=1.C1C=CC(/C=C/C(/C=C/C2C=CC=CC=2)=O)=CC=1.[Pd].[Pd].CC1(C)C2C(=C(P(C3C=CC=CC=3)C3C=CC=CC=3)C=CC=2)OC2C(P(C3C=CC=CC=3)C3C=CC=CC=3)=CC=CC1=2>[C:26]([C:2]1[CH:11]=[C:10]2[C:5]([C:6]([CH3:25])=[C:7]([C:14]([NH:16][CH2:17][C:18]3[CH:23]=[CH:22][CH:21]=[C:20]([F:24])[CH:19]=3)=[O:15])[C:8](=[O:13])[N:9]2[CH3:12])=[CH:4][CH:3]=1)#[N:27] |f:2.3,5.6.7,8.9.10.11.12|. Reported procedure: To a solution of 247 mg (0.61 mmol) 7-bromo-N-[(3-fluorophenyl)-methyl]-1,4-dimethyl-2-oxo-1H-quinoline-3-carboxylic acid amide (example 16) in DMF (3 mL) were added 20 μL (0.22 mmol) TMEDA, 43 mg (0.37 mmol) Zinccyanide, 1 mg (0.003 mmol) Pd2 dba3 and 7 mg (0.019 mmol) Xantphos. The reaction solution was degasses and flushed with nitrogen three times and then heated in MW to 160° C. for 4 min. After cooling to RT the mixture was filtered through celite and was washed with dichloromethane. The c...